From a dataset of the Open Reaction Database (ORD), a public repository of structured organic reaction records. describe an organic reaction: reactants, conditions, products, and yield Reactants: [OH-].[Ca+2].[OH-] (calcium hydroxide), [NH4+].[OH-] (NH4OH), Ag, 390, [OH-].[Ca+2].[OH-] (calcium hydroxide), C1(=CC=CC=C1)S (benzenethiol), C1=CC(=NC(=C1)C(=O)O)C(=O)O (dipicolinic acid), OS(=O)(=O)O (H2SO4), OO (H2O2), [N+](=O)(O)[O-] (Nitric acid). The reagents and catalysts are [W] (Tungsten). The solvent is O (Water). Yields the product N1=C(C=CC=C1)C(=O)[O-].N1=C(C=CC=C1)C(=O)[O-].[Ca+2] (Calcium dipicolinate). RXN SMILES: OS(O)(=O)=O.OO.[NH4+].[OH-].[N+]([O-])(O)=O.[CH:14]1[CH:19]=[C:18](C(O)=O)[N:17]=[C:16]([C:23]([OH:25])=[O:24])[CH:15]=1.[OH-].[Ca+2:27].[OH-].C1(S)C=CC=CC=1>[W].O>[N:17]1[CH:18]=[CH:19][CH:14]=[CH:15][C:16]=1[C:23]([O-:25])=[O:24].[N:17]1[CH:18]=[CH:19][CH:14]=[CH:15][C:16]=1[C:23]([O-:25])=[O:24].[Ca+2:27] |f:2.3,6.7.8,12.13.14|. Reported procedure: Chemicals used were of reagent grade or better. Ag (99.99%) was purchased from D. F. Goldsmith (Evanston, Ill.). Glass substrates were 18 mm diameter, No. 2 cover slips from Fisher Scientific (Pittsburgh, Pa.). Pretreatment of substrates required H2SO4, H2O2, and NH4OH, all of which were purchased from Fisher Scientific (Fairlawn, N.J.). Surfactant-free white carboxyl-functionalized polystyrene latex nanospheres with diameters of 390, 510, 600, and 720 nm were obtained from Duke Scientific Corpo...